Dataset: the Open Reaction Database (ORD), a public repository of structured organic reaction records. Task: describe an organic reaction: reactants, conditions, products, and yield The reactants are C(C)(C)(C)C1=CC=C(CN(C(=O)C=2C=C(C=C3C=CNC23)Cl)CCC2=CC(=CC=C2)O)C=C1 (5-chloro-1H-indole-7-carboxylic acid (4-tert-butyl-benzyl)-[2-(3-hydroxy-phenyl)-ethyl]-amide), C([O-])([O-])=O.[K+].[K+] (potassium carbonate), BrCC1CC1 (bromomethyl-cyclopropane). Run in C(C)#N (acetonitrile). Reaction conditions: temperature 80 celsius, time 24 hour. Product: C(C)(C)(C)C1=CC=C(CN(C(=O)C=2C=C(C=C3C=CNC23)Cl)CCC2=CC(=CC=C2)OCC2CC2)C=C1 (5-Chloro-1H-indole-7-carboxylic acid (4-tert-butyl-benzyl)-[2-(3-cyclopropylmethoxy-phenyl)-ethyl]-amide). RXN SMILES: [C:1]([C:5]1[CH:33]=[CH:32][C:8]([CH2:9][N:10]([CH2:23][CH2:24][C:25]2[CH:30]=[CH:29][CH:28]=[C:27]([OH:31])[CH:26]=2)[C:11]([C:13]2[CH:14]=[C:15]([Cl:22])[CH:16]=[C:17]3[C:21]=2[NH:20][CH:19]=[CH:18]3)=[O:12])=[CH:7][CH:6]=1)([CH3:4])([CH3:3])[CH3:2].C(=O)([O-])[O-].[K+].[K+].Br[CH2:41][CH:42]1[CH2:44][CH2:43]1>C(#N)C>[C:1]([C:5]1[CH:33]=[CH:32][C:8]([CH2:9][N:10]([CH2:23][CH2:24][C:25]2[CH:30]=[CH:29][CH:28]=[C:27]([O:31][CH2:41][CH:42]3[CH2:44][CH2:43]3)[CH:26]=2)[C:11]([C:13]2[CH:14]=[C:15]([Cl:22])[CH:16]=[C:17]3[C:21]=2[NH:20][CH:19]=[CH:18]3)=[O:12])=[CH:7][CH:6]=1)([CH3:4])([CH3:2])[CH3:3] |f:1.2.3|. Procedure details: 122 mg of 5-chloro-1H-indole-7-carboxylic acid (4-tert-butyl-benzyl)-[2-(3-hydroxy-phenyl)-ethyl]-amide (0.25 mmol) and 52 mg potassium carbonate (0.375 mmol) were suspended in 5 ml acetonitrile and treated with 0.027 ml bromomethyl-cyclopropane (0.275 mmol). The mixture was stirred for 24 h in an oil-bath heated to 80° C. After cooling down, the mixture was poured on water/EtOAc, and after separation the aqueous phase was extracted with EtOAc. The combined organic phases were then washed with w...